This data is from the Open Reaction Database (ORD), a public repository of structured organic reaction records. The task is: describe an organic reaction: reactants, conditions, products, and yield The reactants are Ir(PPEI)COD, N#N (N2), C(CC)(=O)C1=CC=CC=C1 (propiophenone), Cl(=O)(=O)(=O)[O-] (ClO4-), [OH-].[K+] (KOH). The solvent is C(C)(C)O (isopropanol), C(C)(C)O (isopropanol). Conditions: time 4 hour. Product: CCC(C=1C=CC=CC1)O (phenylpropanol). Reaction SMILES: Cl([O-])(=O)(=O)=O.[OH-].[K+].N#N.[C:10]([C:14]1[CH:19]=[CH:18][CH:17]=[CH:16][CH:15]=1)(=[O:13])[CH2:11][CH3:12]>C(O)(C)C>[CH3:12][CH2:11][CH:10]([OH:13])[C:14]1[CH:15]=[CH:16][CH:17]=[CH:18][CH:19]=1 |f:1.2|. Procedure: 12.2 mg (2×10-5 moles) of [Ir(PPEI)COD]+ClO4- (+) were suspended in 50 ml of isopropanol and oxidized with air for 4 hours. The yellow limpid solution so obtained was degasified for 20 minutes at reflux under a nitrogen stream and then treated with 2.7 ml of a deaerated isopropanol solution of KOH (2 mg of KOH). The solution was preliminarily reduced for 30 minutes in a N2 stream at reflux and then treated with 2.56 ml of deaerated propiophenone. After 60 minutes the reaction was stopped, obtain... Reactants: C(C1=CC=CC=C1)(=O)N1C(C2=CC(=CC(=C2C=C1)OCC1=CC=CC=C1)OCC1=CC=CC=C1)C#N (2-benzoyl-1-cyano-5,7-dibenzyloxy-1,2-dihydroisoquinoline), COC=1C=C(CCl)C=C(C1OC)OC (3,4,5-trimethoxybenzyl chloride), [H-].[Na+] (Sodium hydride), ice water. Run in CN(C=O)C (dimethylformamide), CN(C=O)C (dimethylformamide), CN(C=O)C (dimethylformamide). Run at time 30 minute. Product: C(C1=CC=CC=C1)(=O)N1C(C2=CC(=CC(=C2C=C1)OCC1=CC=CC=C1)OCC1=CC=CC=C1)(CC1=CC(=C(C(=C1)OC)OC)OC)C#N (2-benzoyl-1-cyano-5,7-dibenzyloxy-1-(3,4,5-trimethoxybenzyl)-1,2-dihydroisoquinoline). Reaction SMILES: [H-].[Na+].[C:3]([N:11]1[CH:20]=[CH:19][C:18]2[C:13](=[CH:14][C:15]([O:29][CH2:30][C:31]3[CH:36]=[CH:35][CH:34]=[CH:33][CH:32]=3)=[CH:16][C:17]=2[O:21][CH2:22][C:23]2[CH:28]=[CH:27][CH:26]=[CH:25][CH:24]=2)[CH:12]1[C:37]#[N:38])(=[O:10])[C:4]1[CH:9]=[CH:8][CH:7]=[CH:6][CH:5]=1.[CH3:39][O:40][C:41]1[CH:42]=[C:43]([CH:46]=[C:47]([O:51][CH3:52])[C:48]=1[O:49][CH3:50])[CH2:44]Cl>CN(C)C=O>[C:3]([N:11]1[CH:20]=[CH:19][C:18]2[C:13](=[CH:14][C:15]([O:29][CH2:30][C:31]3[CH:32]=[CH:33][CH:34]=[CH:35][CH:36]=3)=[CH:16][C:17]=2[O:21][CH2:22][C:23]2[CH:24]=[CH:25][CH:26]=[CH:27][CH:28]=2)[C:12]1([C:37]#[N:38])[CH2:44][C:43]1[CH:46]=[C:47]([O:51][CH3:52])[C:48]([O:49][CH3:50])=[C:41]([O:40][CH3:39])[CH:42]=1)(=[O:10])[C:4]1[CH:9]=[CH:8][CH:7]=[CH:6][CH:5]=1 |f:0.1|. Procedure: Sodium hydride (prepared by washing 553 mg of 65% sodium hydride with absolute n-hexane) is suspended in 15 ml of dimethylformamide. A solution of 3.4 g of 2-benzoyl-1-cyano-5,7-dibenzyloxy-1,2-dihydroisoquinoline in 40 ml of dimethylformamide is added dropwise to the suspension at -10° C in a nitrogen atmosphere. Then, a solution of 1.71 g of 3,4,5-trimethoxybenzyl chloride in 40 ml of dimethylformamide is added dropwise to the mixture for 30 minutes, and the mixture is allowed to stand at the ... Reactants: CN(C)CCc1cn(C(=O)c2ccccc2)c2ccc(Br)cc12, CCCC[Sn](CCCC)(CCCC)C1=CCCCC1, Cc1ccccc1. The product is CN(C)CCc1cn(C(=O)c2ccccc2)c2ccc(C3=CCCCC3)cc12. Reaction SMILES: [Br:1][c:2]1[cH:3][c:4]2[c:5]([CH2:19][CH2:20][N:21]([CH3:22])[CH3:23])[cH:6][n:7]([C:11]([c:12]3[cH:13][cH:14][cH:15][cH:16][cH:17]3)=[O:18])[c:8]2[cH:9][cH:10]1.[CH2:24]([Sn:25]([CH2:26][CH2:27][CH2:28][CH3:35])([C:29]1=[CH:30][CH2:31][CH2:32][CH2:33][CH2:34]1)[CH2:36][CH2:37][CH2:38][CH3:39])[CH2:40][CH2:41][CH3:42].[CH3:43][c:44]1[cH:45][cH:46][cH:47][cH:48][cH:49]1>>[c:2]1([C:29]2=[CH:30][CH2:31][CH2:32][CH2:33][CH2:34]2)[cH:3][c:4]2[c:5]([CH2:19][CH2:20][N:21]([CH3:22])[CH3:23])[cH:6][n:7]([C:11]([c:12]3[cH:13][cH:14][cH:15][cH:16][cH:17]3)=[O:18])[c:8]2[cH:9][cH:10]1. The reactants are ClC1=NS(C2=C1C=CC=C2)(=O)=O (3-chloro-benzo[d]isothiazole 1,1-dioxide), Cl.Cl.C(#N)C1(CCN(CC1)CCC)NC(C(CC(C)(C)C)N)=O (2-amino-4,4-dimethyl-pentanoic acid (4-cyano-1-propyl-piperidin-4-yl)amide bis hydrochloride salt). The product is C(#N)C1(CCN(CC1)CCC)NC(C(CC(C)(C)C)NC1=NS(C2=C1C=CC=C2)(=O)=O)=O (2-(1,1-dioxo-1H-1λ6-benzo[d]isothiazol-3-ylamino)-4,4-dimethyl-pentanoic acid(4-cyano-1-propylpiperidin-4-yl)-amide). RXN SMILES: Cl[C:2]1[C:6]2[CH:7]=[CH:8][CH:9]=[CH:10][C:5]=2[S:4](=[O:12])(=[O:11])[N:3]=1.Cl.Cl.[C:15]([C:17]1([NH:26][C:27](=[O:35])[CH:28]([NH2:34])[CH2:29][C:30]([CH3:33])([CH3:32])[CH3:31])[CH2:22][CH2:21][N:20]([CH2:23][CH2:24][CH3:25])[CH2:19][CH2:18]1)#[N:16]>>[C:15]([C:17]1([NH:26][C:27](=[O:35])[CH:28]([NH:34][C:2]2[C:6]3[CH:7]=[CH:8][CH:9]=[CH:10][C:5]=3[S:4](=[O:12])(=[O:11])[N:3]=2)[CH2:29][C:30]([CH3:33])([CH3:32])[CH3:31])[CH2:18][CH2:19][N:20]([CH2:23][CH2:24][CH3:25])[CH2:21][CH2:22]1)#[N:16] |f:1.2.3|. Reported procedure: The title compound was prepared starting from 3-chloro-benzo[d]isothiazole 1,1-dioxide and 2-amino-4,4-dimethyl-pentanoic acid (4-cyano-1-propyl-piperidin-4-yl)amide bis hydrochloride salt according to the procedure from Example 10, except that the compound was further purified by HPLC using a 20×250 mm C18 reverse phase column with the method being 20% acetonitrile in water to acetonitrile. MS, m/z 460=M+1. Reactants: ClC(Cl)Cl, O=C(OO)c1cccc(Cl)c1, Cc1cccnc1C. The product is Cc1ccc[n+]([O-])c1C. Reaction SMILES: [CH:20]([Cl:21])([Cl:22])[Cl:23].[Cl:9][c:10]1[cH:11][cH:12][cH:13][c:14]([C:15]([O:16][OH:18])=[O:17])[cH:19]1.[n:1]1[c:2]([CH3:8])[c:3]([CH3:7])[cH:4][cH:5][cH:6]1>>[n+:1]1([O-:17])[c:2]([CH3:8])[c:3]([CH3:7])[cH:4][cH:5][cH:6]1. The reactants are C(C(O)C)(=O)O (lactic acid), NC[C@H](O)[C@@H](O)[C@H](O)[C@H](O)CO (glucamine). Solvent: O (water). Run at temperature 120 celsius. Yields the product C(C(O)C)(=O)NC[C@H](O)[C@@H](O)[C@H](O)[C@H](O)CO (N-Lactoylglucamine). As a reaction SMILES: [C:1](O)(=[O:5])[CH:2]([CH3:4])[OH:3].[NH2:7][CH2:8][C@@H:9]([C@H:11]([C@@H:13]([C@@H:15]([CH2:17][OH:18])[OH:16])[OH:14])[OH:12])[OH:10]>O>[C:1]([NH:7][CH2:8][C@@H:9]([C@H:11]([C@@H:13]([C@@H:15]([CH2:17][OH:18])[OH:16])[OH:14])[OH:12])[OH:10])(=[O:5])[CH:2]([CH3:4])[OH:3]. Reported procedure: Equimolar quantities of lactic acid and glucamine were mixed together. This mixture was then heated at 120° C. for 2 hours and the resulting water of reaction was continuously removed. The final product was a viscous, amber colored liquid. The reactants are C(C1=CC=CC=C1)(=O)NC1=NC(N(C=C1)C1C(C(C(O1)C=CP(=O)(OC(C)C)OC(C)C)OC(C1=CC=CC=C1)=O)OC)=O (Benzoic acid 5-(4-benzoylamino-2-oxo-2H-pyrimidin-1-yl)-2-[2-(diisopropoxy-phosphoryl)-vinyl]-4-methoxy-tetrahydro-furan-3-yl ester), C(C(C)C)(=O)NC=1NC(C=2N=CN(C2N1)C1C(C(C(O1)C=CP(=O)(O)O)OC(C1=CC=CC=C1)=O)OC)=O (Benzoic acid 5-(2-isobutyrylamino-6-oxo-1,6-dihydro-purin-9-yl)-4-methoxy-2-(2-phosphono-vinyl)-tetrahydro-furan-3-yl ester). Yields the product C(C1=CC=CC=C1)(=O)NC1=NC(N(C=C1)C1C(C(C(O1)C=CP(=O)(O)O)OC(C1=CC=CC=C1)=O)OC)=O (Benzoic acid 5-(4-benzoylamino-2-oxo-2H-pyrimidin-1-yl)-4-methoxy-2-(2-phosphono-vinyl)-tetrahydro-furan-3-yl ester). Isolated yield 49.6%. Reaction SMILES: [C:1]([NH:9][C:10]1[CH:15]=[CH:14][N:13]([CH:16]2[O:20][CH:19]([CH:21]=[CH:22][P:23]([O:29]C(C)C)([O:25]C(C)C)=[O:24])[CH:18]([O:33][C:34](=[O:41])[C:35]3[CH:40]=[CH:39][CH:38]=[CH:37][CH:36]=3)[CH:17]2[O:42][CH3:43])[C:12](=[O:44])[N:11]=1)(=[O:8])[C:2]1[CH:7]=[CH:6][CH:5]=[CH:4][CH:3]=1.C(NC1NC(=O)C2N=CN(C3OC(C=CP(O)(O)=O)C(OC(=O)C4C=CC=CC=4)C3OC)C=2N=1)(=O)C(C)C>>[C:1]([NH:9][C:10]1[CH:15]=[CH:14][N:13]([CH:16]2[O:20][CH:19]([CH:21]=[CH:22][P:23]([OH:29])([OH:25])=[O:24])[CH:18]([O:33][C:34](=[O:41])[C:35]3[CH:36]=[CH:37][CH:38]=[CH:39][CH:40]=3)[CH:17]2[O:42][CH3:43])[C:12](=[O:44])[N:11]=1)(=[O:8])[C:2]1[CH:3]=[CH:4][CH:5]=[CH:6][CH:7]=1. Reported procedure: Compound 17.4 (124 mg, 47.5% yield) was synthesized from compound 17.3 (300 mg, 0.462 mmol) using the procedure described for the preparation of compound 16.8. Starting materials: CC1=C(N=CN1)C=O (5-methyl-4-imidazolecarboxaldehyde), C(NN)(=O)OCC (ethyl carbazate). Product: C(C)OC(NN=CC=1N=CNC1C)=O (3-(5-Methyl-4-imidazolylmethylene)carbazic acid ethyl ester). RXN SMILES: [CH3:1][C:2]1[NH:6][CH:5]=[N:4][C:3]=1[CH:7]=O.[C:9]([O:13][CH2:14][CH3:15])(=[O:12])[NH:10][NH2:11]>>[CH2:14]([O:13][C:9](=[O:12])[NH:10][N:11]=[CH:7][C:3]1[N:4]=[CH:5][NH:6][C:2]=1[CH3:1])[CH3:15]. Procedure: A mixture of 7.0 gm. of 5-methyl-4-imidazolecarboxaldehyde and 7.3 gm. of ethyl carbazate are reacted as described in Example 32 giving the desired product, m.p. 195°-203° C.